This data is from the Open Reaction Database (ORD), a public repository of structured organic reaction records. The task is: describe an organic reaction: reactants, conditions, products, and yield The reactants are O.NN (hydrazine hydrate), FC=1C=CC2=C(C(N(CC=3N2C=NC3C(=O)[O-])C)=O)C1 (8-fluoro-5-methyl-6-oxo-5,6-dihydro-4H-imidazo[1,5-a][1,4]benzodiazepin-3-carboxylate). Solvent: C(C)O (ethanol). Yields the product FC=1C=CC2=C(C(N(CC=3N2C=NC3C(=O)NN)C)=O)C1 (8-fluoro-5-methyl-6-oxo-5,6-dihydro-4H-imidazo[1,5-a][1,4]benzodiazepine-3-carboxylic acid hydrazide). Isolated yield 96.0%. RXN SMILES: O.[NH2:2][NH2:3].[F:4][C:5]1[CH:6]=[CH:7][C:8]2[N:14]3[CH:15]=[N:16][C:17]([C:18]([O-])=[O:19])=[C:13]3[CH2:12][N:11]([CH3:21])[C:10](=[O:22])[C:9]=2[CH:23]=1>C(O)C>[F:4][C:5]1[CH:6]=[CH:7][C:8]2[N:14]3[CH:15]=[N:16][C:17]([C:18]([NH:2][NH2:3])=[O:19])=[C:13]3[CH2:12][N:11]([CH3:21])[C:10](=[O:22])[C:9]=2[CH:23]=1 |f:0.1|. Procedure: 13 ml of hydrazine hydrate were added to a suspension of 7.0 g (23 mmol) of 8-fluoro-5-methyl-6-oxo-5,6-dihydro-4H-imidazo[1,5-a][1,4]benzodiazepin-3-carboxylate in 70 ml of ethanol and the mixture was heated at reflux for 3 hours. After cooling to 0° the crystals obtained were filtered off and there were obtained 6.43 g (96%) of 8-fluoro-5-methyl-6-oxo-5,6-dihydro-4H-imidazo[1,5-a][1,4]benzodiazepine-3-carboxylic acid hydrazide as colourless needles of m.p. 288°-290°. The reactants are [Br-], C[Mg+], CC(=O)c1c(C)nn2ccccc12. Product: C=C(C)c1c(C)nn2ccccc12. RXN SMILES: [Br-:14].[CH3:15][Mg+:16].[CH3:1][c:2]1[n:3][n:4]2[c:5]([cH:6][cH:7][cH:8][cH:9]2)[c:10]1[C:11]([CH3:12])=[O:13]>>[CH3:1][c:2]1[n:3][n:4]2[c:5]([cH:6][cH:7][cH:8][cH:9]2)[c:10]1[C:11]([CH3:12])=[CH2:15]. Product: C[C@@]12C(CC=C1[C@@H]1CCC3=CC(CCC3=C1CC2)=O)=O (4,9,14-estratriene-3,17-dione). As a reaction SMILES: C([C@H:5]1[C@H:10]2[C@H:11]3[C:20]([CH2:21][CH2:22][C@:8]2([CH3:9])[C:7](=[O:24])[CH2:6]1)=[C:19]1[C:14](=[CH:15][C:16](=[O:23])[CH2:17][CH2:18]1)[CH2:13][CH2:12]3)CCC.C1(SCl)C=CC=CC=1>C(Cl)Cl.C(N(CC)CC)C>[CH3:9][C@:8]12[CH2:22][CH2:21][C:20]3[C@@H:11]([CH2:12][CH2:13][C:14]4[C:19]=3[CH2:18][CH2:17][C:16](=[O:23])[CH:15]=4)[C:10]1=[CH:5][CH2:6][C:7]2=[O:24]. Run at time 10 minute. Yield: 100.6%. The reactants are C(CCC)[C@@H]1CC([C@]2(C)[C@@H]1[C@@H]1CCC3=CC(CCC3=C1CC2)=O)=O (15β-n-Butyl-4,9-estradiene-3,17-dione), α-hydroxy-4,9-estradiene-3,17-dione, C1(=CC=CC=C1)SCl (phenylsulfenyl chloride). Reported procedure: A solution of 1.5 g of 15 α-hydroxy-4,9-estradiene-3,17-dione in 20 ml of methylene chloride and 1.2 ml of triethylamine is mixed with a solution of 0.83 g of phenylsulfenyl chloride in 5 ml of methylene chloride drop by drop at -20° C. After addition, stirring is performed for 10 minutes at -20° C., the reaction solution is then diluted with 100 ml of methylene chloride, washed, one after the other, with saturated sodium hydrogen carbonate solution and saturated ammonium chloride solution, drie... The solvent is C(Cl)Cl (methylene chloride), C(Cl)Cl (methylene chloride), C(C)N(CC)CC (triethylamine), C(Cl)Cl (methylene chloride). Starting materials: O=C([O-])O, O=C(Cl)CCl, [Na+], CCc1cccc(CC)c1NCC1OCCCO1, C1COCCO1, O. The product is CCc1cccc(CC)c1N(CC1OCCCO1)C(=O)CCl. As a reaction SMILES: [C:19](=[O:20])([OH:21])[O-:22].[Cl:30][CH2:31][C:32](=[O:33])[Cl:34].[Na+:23].[O:1]1[CH:2]([CH2:7][NH:8][c:9]2[c:10]([CH2:17][CH3:18])[cH:11][cH:12][cH:13][c:14]2[CH2:15][CH3:16])[O:3][CH2:4][CH2:5][CH2:6]1.[O:24]1[CH2:25][CH2:26][O:27][CH2:28][CH2:29]1.[OH2:35]>>[O:1]1[CH:2]([CH2:7][N:8]([c:9]2[c:10]([CH2:17][CH3:18])[cH:11][cH:12][cH:13][c:14]2[CH2:15][CH3:16])[C:32]([CH2:31][Cl:30])=[O:33])[O:3][CH2:4][CH2:5][CH2:6]1. Reactants: BrC=1C=CC(=NC1)OC (5-bromo-2-methoxypyridine), CC1=CC(=C(C=C1)B(O)O)C(=O)O (4-methylcarboxybenzeneboronic acid), [F-].[Cs+] (CsF), COCCOC (DME). Reagents/catalysts: C=1C=CC(=CC1)[P](C=2C=CC=CC2)(C=3C=CC=CC3)[Pd]([P](C=4C=CC=CC4)(C=5C=CC=CC5)C=6C=CC=CC6)([P](C=7C=CC=CC7)(C=8C=CC=CC8)C=9C=CC=CC9)[P](C=1C=CC=CC1)(C=1C=CC=CC1)C=1C=CC=CC1 (Pd(Ph3P)4). Solvent: CO (methanol). Product: COC1=CC=C(C=N1)C1=CC=C(C(=O)OC)C=C1 (methyl 4-(6-methoxypyridin-3-yl)benzoate). Reaction SMILES: Br[C:2]1[CH:3]=[CH:4][C:5]([O:8][CH3:9])=[N:6][CH:7]=1.C[C:11]1[CH:16]=[CH:15][C:14](B(O)O)=[C:13]([C:20]([OH:22])=[O:21])[CH:12]=1.[F-].[Cs+].[CH3:25]OCCOC>CO.C1C=CC([P]([Pd]([P](C2C=CC=CC=2)(C2C=CC=CC=2)C2C=CC=CC=2)([P](C2C=CC=CC=2)(C2C=CC=CC=2)C2C=CC=CC=2)[P](C2C=CC=CC=2)(C2C=CC=CC=2)C2C=CC=CC=2)(C2C=CC=CC=2)C2C=CC=CC=2)=CC=1>[CH3:9][O:8][C:5]1[N:6]=[CH:7][C:2]([C:16]2[CH:15]=[CH:14][C:13]([C:20]([O:22][CH3:25])=[O:21])=[CH:12][CH:11]=2)=[CH:3][CH:4]=1 |f:2.3,^1:36,38,57,76|. Procedure: A mixture of 5-bromo-2-methoxypyridine (2.93 g, 10 mmol), 4-methylcarboxybenzeneboronic acid (1.80 g, 10 mmol), Pd(Ph3P)4 (0.346 g, 0.3 mmnol) and CsF (1.52 g, 10 mmol) in DME (60 mL) and methanol (30 mL) was heated to reflux for 18 hours and concentrated. The concentrate was dissolved in water (50 mL) and ethyl acetate (300 mL) and the organic phase was washed with water (2×50 mL) and brine (50 mL), dried (Na2SO4), filtered, and concentrated. The concentrate was purified by flash column chromat... Starting materials: COC(OC)N(C)C, Cc1ccccc1, Cc1ccc(C#N)c(N)n1. Product: Cc1ccc(C#N)c(N=CN(C)C)n1. RXN SMILES: [CH3:11][O:12][CH:13]([N:14]([CH3:15])[CH3:16])[O:17][CH3:18].[CH3:19][c:20]1[cH:21][cH:22][cH:23][cH:24][cH:25]1.[NH2:1][c:2]1[c:3]([C:4]#[N:5])[cH:6][cH:7][c:8]([CH3:10])[n:9]1>>[N:1]([c:2]1[c:3]([C:4]#[N:5])[cH:6][cH:7][c:8]([CH3:10])[n:9]1)=[CH:13][N:14]([CH3:15])[CH3:16]. Starting materials: OC1=CC=C(C=C1)C=1NC(=C(N1)C(=O)NC=1SC=CN1)C1=CC=C(C=C1)OC (2-(4-Hydroxyphenyl)-5-(4-methoxyphenyl)-N-(2-thiazolyl)-imidazole-4-carboxamide), CN(CCCO)C (3-dimethylaminopropanol), C1(=CC=CC=C1)P(C1=CC=CC=C1)C1=CC=CC=C1 (triphenyl-phosphine), N(=NC(=O)OCC)C(=O)OCC (diethyl azodicarboxylate). Yields the product CN(CCCOC1=CC=C(C=C1)C=1NC(=C(N1)C(=O)NC=1SC=CN1)C1=CC=C(C=C1)OC)C (2-(4-(3-dimethylamino-propyloxy)phenyl)-5-(4-methoxyphenyl)-N-(2-thiazolyl)imidazole-4-carboxamide). Reaction SMILES: [OH:1][C:2]1[CH:7]=[CH:6][C:5]([C:8]2[NH:9][C:10]([C:21]3[CH:26]=[CH:25][C:24]([O:27][CH3:28])=[CH:23][CH:22]=3)=[C:11]([C:13]([NH:15][C:16]3[S:17][CH:18]=[CH:19][N:20]=3)=[O:14])[N:12]=2)=[CH:4][CH:3]=1.[CH3:29][N:30]([CH3:35])[CH2:31][CH2:32][CH2:33]O.C1(P(C2C=CC=CC=2)C2C=CC=CC=2)C=CC=CC=1.N(C(OCC)=O)=NC(OCC)=O>>[CH3:29][N:30]([CH3:35])[CH2:31][CH2:32][CH2:33][O:1][C:2]1[CH:7]=[CH:6][C:5]([C:8]2[NH:9][C:10]([C:21]3[CH:26]=[CH:25][C:24]([O:27][CH3:28])=[CH:23][CH:22]=3)=[C:11]([C:13]([NH:15][C:16]3[S:17][CH:18]=[CH:19][N:20]=3)=[O:14])[N:12]=2)=[CH:4][CH:3]=1. Procedure: 2-(4-Hydroxyphenyl)-5-(4-methoxyphenyl)-N-(2-thiazolyl)-imidazole-4-carboxamide, 3-dimethylaminopropanol, triphenyl-phosphine and diethyl azodicarboxylate are reacted and treated in the same manner as in Example 24 to give 2-(4-(3-dimethylamino-propyloxy)phenyl)-5-(4-methoxyphenyl)-N-(2-thiazolyl)imidazole-4-carboxamide. The reactants are CS(C)=O, Fc1ccc(CBr)cc1, [H-], NCCCNc1ccccn1, [Na+], O. Yields the product NCCCN(Cc1ccc(F)cc1)c1ccccn1. As a reaction SMILES: [CH3:24][S:25]([CH3:26])=[O:27].[F:14][c:15]1[cH:16][cH:17][c:18]([CH2:19][Br:20])[cH:21][cH:22]1.[H-:1].[NH2:3][CH2:4][CH2:5][CH2:6][NH:7][c:8]1[n:9][cH:10][cH:11][cH:12][cH:13]1.[Na+:2].[OH2:23]>>[NH2:3][CH2:4][CH2:5][CH2:6][N:7]([c:8]1[n:9][cH:10][cH:11][cH:12][cH:13]1)[CH2:19][c:18]1[cH:17][cH:16][c:15]([F:14])[cH:22][cH:21]1. Starting materials: C#Cc1cccc(Cl)c1, COCCn1ncc(-n2cc(I)nc2C)cc1=O. Yields the product COCCn1ncc(-n2cc(C#Cc3cccc(Cl)c3)nc2C)cc1=O. Reaction SMILES: [Cl:19][c:20]1[cH:21][c:22]([C:26]#[CH:27])[cH:23][cH:24][cH:25]1.[I:1][c:2]1[n:3][c:4]([CH3:18])[n:5](-[c:7]2[cH:8][c:9](=[O:17])[n:10]([CH2:13][CH2:14][O:15][CH3:16])[n:11][cH:12]2)[cH:6]1>>[c:2]1([C:27]#[C:26][c:22]2[cH:21][c:20]([Cl:19])[cH:25][cH:24][cH:23]2)[n:3][c:4]([CH3:18])[n:5](-[c:7]2[cH:8][c:9](=[O:17])[n:10]([CH2:13][CH2:14][O:15][CH3:16])[n:11][cH:12]2)[cH:6]1.